From a dataset of the Open Reaction Database (ORD), a public repository of structured organic reaction records. describe an organic reaction: reactants, conditions, products, and yield Reactants: Cl (HCl), ClS(=O)(=O)C1=CC=C(OC(C(=O)OCC)(C)C)C=C1 (ethyl 2-[4-(chlorosulfonyl)phenoxy]-2-methylpropanoate), CCO (EtOH), [Sn] (tin), [Sn] (Tin), Cl (Hydrogen chloride). The solvent is C(Cl)Cl (CH2Cl2), C(Cl)Cl (CH2Cl2). Product: CC(C(=O)OCC)(C)OC1=CC=C(C=C1)S (Ethyl 2-methyl-2-(4-sulfanyl phenoxy)propanoate). Isolated yield 72.2%. RXN SMILES: Cl[S:2]([C:5]1[CH:19]=[CH:18][C:8]([O:9][C:10]([CH3:17])([CH3:16])[C:11]([O:13][CH2:14][CH3:15])=[O:12])=[CH:7][CH:6]=1)(=O)=O.CCO.[Sn].Cl>C(Cl)Cl>[CH3:17][C:10]([O:9][C:8]1[CH:7]=[CH:6][C:5]([SH:2])=[CH:19][CH:18]=1)([CH3:16])[C:11]([O:13][CH2:14][CH3:15])=[O:12] |^3:22|. Procedure: To a 3-L three-neck round-bottom flask equipped with an overhead mechanical stirrer, addition funnel and a N2 inlet was added ethyl 2-[4-(chlorosulfonyl)phenoxy]-2-methylpropanoate (53 g, 0.173 moles, 1 eq) and absolute EtOH (500 ml). Tin powder (325 mesh, 123.06 g, 1.04 moles, 6 eq) was added as a solid. The overhead stirrer was adjusted so that the rotor is as close as possible to the bottom of the round-bottom flask and stirring speed was accelerated to a very high setting before adding the H... Reactants: Cc1ccc(-c2nc(C)n(CCC(C)(C)NC(=O)OC(C)(C)C)n2)cc1, ClCCl, O=C(O)C(F)(F)F. Yields the product Cc1ccc(-c2nc(C)n(CCC(C)(C)N)n2)cc1. As a reaction SMILES: [CH3:8][C:9]([CH2:10][CH2:11][n:12]1[n:13][c:14](-[c:18]2[cH:19][cH:20][c:21]([CH3:24])[cH:22][cH:23]2)[n:15][c:16]1[CH3:17])([CH3:25])[NH:26][C:27](=[O:28])[O:29][C:30]([CH3:31])([CH3:32])[CH3:33].[Cl:34][CH2:35][Cl:36].[OH:1][C:2]([C:3]([F:4])([F:5])[F:6])=[O:7]>>[CH3:8][C:9]([CH2:10][CH2:11][n:12]1[n:13][c:14](-[c:18]2[cH:19][cH:20][c:21]([CH3:24])[cH:22][cH:23]2)[n:15][c:16]1[CH3:17])([CH3:25])[NH2:26]. Reactants: BrC=1C=NC(=NC1)N1CCC(CC1)(C#N)C1=CC=CC=C1 (1-(5-bromopyrimidin-2-yl)-4-phenylpiperidine-4-carbonitrile), Br.C(C)(=O)O (HBr acetic acid), ice. Yields the product BrC=1C=NC(=NC1)N1CCC(CC1)(C(=O)N)C1=CC=CC=C1 (1-(5-Bromopyrimidin-2-yl)-4-phenyl-piperidine-4-carboxamide). RXN SMILES: [Br:1][C:2]1[CH:3]=[N:4][C:5]([N:8]2[CH2:13][CH2:12][C:11]([C:16]3[CH:21]=[CH:20][CH:19]=[CH:18][CH:17]=3)([C:14]#[N:15])[CH2:10][CH2:9]2)=[N:6][CH:7]=1.Br.C(O)(=[O:25])C>>[Br:1][C:2]1[CH:3]=[N:4][C:5]([N:8]2[CH2:9][CH2:10][C:11]([C:16]3[CH:21]=[CH:20][CH:19]=[CH:18][CH:17]=3)([C:14]([NH2:15])=[O:25])[CH2:12][CH2:13]2)=[N:6][CH:7]=1 |f:1.2|. Procedure details: A solution of 1-(5-bromopyrimidin-2-yl)-4-phenylpiperidine-4-carbonitrile (0.31 g, 0.9 mmol) in HBr-acetic acid (12 mL) was refluxed for 16 h. After completion of reaction (by TLC), the mixture was poured into 100 mL of ice cold water and extracted with EtOAc (3×150 mL). The combined organics were washed with brine, dried over anhydrous Na2SO4, filtered and evaporated to obtain the desired product as a white solid (0.12 g). MS: 361.15 [M+H]+. Starting materials: [H-].[Li+].[Al+3].[Li+].[H-].[H-].[H-].[H-] (lithium aluminum lithium hydride), N1=CC=NC=2SC3=C(NC21)C=C(C=C3)C(=O)OC (methyl 10H-pyrazino[2,3-b][1,4]benzothiazine-8-carboxylate), O (water), aqueous solution, [OH-].[Na+] (sodium hydroxide), O (water). Run in O1CCCC1 (tetrahydrofuran), O1CCCC1 (tetrahydrofuran). Run at time 1 hour. Yields the product N1=CC=NC=2SC3=C(NC21)C=C(C=C3)CO (10H-Pyrazino[2,3-b][1,4]benzothiazine-8-methanol). Isolated yield 70.1%. As a reaction SMILES: [H-].[Li+].[Al+3].[Li+].[H-].[H-].[H-].[H-].[N:9]1[C:18]2[NH:17][C:16]3[CH:19]=[C:20]([C:23](OC)=[O:24])[CH:21]=[CH:22][C:15]=3[S:14][C:13]=2[N:12]=[CH:11][CH:10]=1.O.[OH-].[Na+]>O1CCCC1>[N:9]1[C:18]2[NH:17][C:16]3[CH:19]=[C:20]([CH2:23][OH:24])[CH:21]=[CH:22][C:15]=3[S:14][C:13]=2[N:12]=[CH:11][CH:10]=1 |f:0.1.2.3.4.5.6.7,10.11|. Reported procedure: Into a solution of 40 g of lithium aluminum lithium hydride in tetrahydrofuran (1 l) was dropped a solution of 200 g of methyl 10H-pyrazino[2,3-b][1,4]benzothiazine-8-carboxylate in tetrahydrofuran (2.5 l) while maintaining the mixture at a temperature not exceeding 15° C. After continuing the reaction at 15° C. or below for 1 hour, 40 ml of water, 40 ml of a 15% aqueous solution of sodium hydroxide and 120 ml of water were successively added and the resulting mixture was stirred for an addition...